This data is from the Open Reaction Database (ORD), a public repository of structured organic reaction records. The task is: describe an organic reaction: reactants, conditions, products, and yield The reactants are C1(=CC=CC=C1)P(C1=CC=CC=C1)C1=CC=CC=C1 (triphenylphosphine), N(=NC(=O)OCC)C(=O)OCC (diethyl azodicarboxylate), C1(=CC=CC=C1)P(=O)(C1=CC=CC=C1)N=[N+]=[N-] (diphenylphosphoryl azide), OC(C(CC1=CC=C(O1)C(=O)OCC)C1=CC=C(C=C1)[N+](=O)[O-])C (ethyl 5-{(2RS,3SR)-3-hydroxy-2-(4-nitrophenyl)butyl}-2-furancarboxylate). The solvent is O1CCCC1 (tetrahydrofuran). The product is N(=[N+]=[N-])C(C(CC1=CC=C(O1)C(=O)OCC)C1=CC=C(C=C1)[N+](=O)[O-])C (ethyl 5-{(2RS,3RS)-3-azido-2-(4-nitrophenyl)butyl}-2-furancarboxylate). Isolated yield 82.3%. As a reaction SMILES: O[CH:2]([CH3:24])[CH:3]([C:15]1[CH:20]=[CH:19][C:18]([N+:21]([O-:23])=[O:22])=[CH:17][CH:16]=1)[CH2:4][C:5]1[O:9][C:8]([C:10]([O:12][CH2:13][CH3:14])=[O:11])=[CH:7][CH:6]=1.C1(P(C2C=CC=CC=2)C2C=CC=CC=2)C=CC=CC=1.N(C(OCC)=O)=NC(OCC)=O.C1(P([N:70]=[N+:71]=[N-:72])(C2C=CC=CC=2)=O)C=CC=CC=1>O1CCCC1>[N:70]([CH:2]([CH3:24])[CH:3]([C:15]1[CH:20]=[CH:19][C:18]([N+:21]([O-:23])=[O:22])=[CH:17][CH:16]=1)[CH2:4][C:5]1[O:9][C:8]([C:10]([O:12][CH2:13][CH3:14])=[O:11])=[CH:7][CH:6]=1)=[N+:71]=[N-:72]. Procedure: 3.66 g of ethyl 5-{(2RS,3SR)-3-hydroxy-2-(4-nitrophenyl)butyl}-2-furancarboxylate was dissolved in 40 ml of tetrahydrofuran, and 4.32 g of triphenylphosphine, 2.60 ml of diethyl azodicarboxylate and 4.53 g of diphenylphosphoryl azide were added under cooling with ice with stirring, followed by stirring at room temperature for 18 hours. The reaction solution was evaporated to dryness under reduced pressure. Then, the residue was purified by silica gel column chromatography (hexane/ethyl acetate=5... Reactants: O=C1CCC(=O)N1Br, CNC(=O)c1ncc(C)n(-c2cccc(C(F)(F)F)c2)c1=O, CN(C)C=O, O. Yields the product CNC(=O)c1nc(Br)c(C)n(-c2cccc(C(F)(F)F)c2)c1=O. RXN SMILES: [Br:23][N:24]1[C:25](=[O:26])[CH2:27][CH2:28][C:29]1=[O:30].[CH3:1][NH:2][C:3](=[O:4])[c:5]1[n:6][cH:7][c:8]([CH3:22])[n:9](-[c:12]2[cH:13][c:14]([C:18]([F:19])([F:20])[F:21])[cH:15][cH:16][cH:17]2)[c:10]1=[O:11].[O:32]=[CH:33][N:34]([CH3:35])[CH3:36].[OH2:31]>>[CH3:1][NH:2][C:3](=[O:4])[c:5]1[n:6][c:7]([Br:23])[c:8]([CH3:22])[n:9](-[c:12]2[cH:13][c:14]([C:18]([F:19])([F:20])[F:21])[cH:15][cH:16][cH:17]2)[c:10]1=[O:11].